From a dataset of the Open Reaction Database (ORD), a public repository of structured organic reaction records. describe an organic reaction: reactants, conditions, products, and yield Starting materials: [Al+3], CCO, [H-], [H-], [H-], [H-], [Li+], [Na+], [Na+], O=S(=O)([O-])[O-], C1CCOC1, O=C(CCc1nc2ccccc2nc1O)N1CCC(C(c2ccccc2)c2ccccc2)CC1. RXN SMILES: [Al+3:36].[CH3:41][CH2:42][OH:43].[H-:35].[H-:38].[H-:39].[H-:40].[Li+:37].[Na+:44].[Na+:45].[O-:46][S:47](=[O:48])(=[O:49])[O-:50].[O:51]1[CH2:52][CH2:53][CH2:54][CH2:55]1.[OH:1][c:2]1[c:3]([CH2:12][CH2:13][C:14](=[O:15])[N:16]2[CH2:17][CH2:18][CH:19]([CH:22]([c:23]3[cH:24][cH:25][cH:26][cH:27][cH:28]3)[c:29]3[cH:30][cH:31][cH:32][cH:33][cH:34]3)[CH2:20][CH2:21]2)[n:4][c:5]2[cH:6][cH:7][cH:8][cH:9][c:10]2[n:11]1>>[OH:1][c:2]1[c:3]([CH2:12][CH2:13][CH2:14][N:16]2[CH2:17][CH2:18][CH:19]([CH:22]([c:23]3[cH:24][cH:25][cH:26][cH:27][cH:28]3)[c:29]3[cH:30][cH:31][cH:32][cH:33][cH:34]3)[CH2:20][CH2:21]2)[n:4][c:5]2[cH:6][cH:7][cH:8][cH:9][c:10]2[n:11]1. The product is Oc1nc2ccccc2nc1CCCN1CCC(C(c2ccccc2)c2ccccc2)CC1. Reactants: COC(C1=C(C=C(C=C1)C1=NC(=NC(=C1C#CC=1C=NC(=CC1)N)C)N)F)=O (4-[2-amino-5-(6-amino-pyridin-3-ylethynyl)-6-methyl-pyrimidin-4-yl]-2-fluorobenzoic acid methyl ester). Run in C1CCOC1 (THF). Product: NC1=NC(=C(C(=N1)C1=CC(=C(C(=O)O)C=C1)F)C#CC=1C=NC(=CC1)N)C (4-[2-Amino-5-(6-amino-pyridin-3-ylethynyl)-6-methyl-pyrimidin-4-yl]-2-fluoro benzoic acid). RXN SMILES: C[O:2][C:3](=[O:28])[C:4]1[CH:9]=[CH:8][C:7]([C:10]2[C:15]([C:16]#[C:17][C:18]3[CH:19]=[N:20][C:21]([NH2:24])=[CH:22][CH:23]=3)=[C:14]([CH3:25])[N:13]=[C:12]([NH2:26])[N:11]=2)=[CH:6][C:5]=1[F:27]>C1COCC1>[NH2:26][C:12]1[N:11]=[C:10]([C:7]2[CH:8]=[CH:9][C:4]([C:3]([OH:28])=[O:2])=[C:5]([F:27])[CH:6]=2)[C:15]([C:16]#[C:17][C:18]2[CH:19]=[N:20][C:21]([NH2:24])=[CH:22][CH:23]=2)=[C:14]([CH3:25])[N:13]=1. Procedure details: The title compound is synthesized according to general procedure GP8 starting from 3.0 g (8.0 mmol) 4-[2-amino-5-(6-amino-pyridin-3-ylethynyl)-6-methyl-pyrimidin-4-yl]-2-fluorobenzoic acid methyl ester using 12 mL (12 mmol) 1 N NaOH in 30 mL THF. The product precipitates and is isolated by filtration. The product is washed with water. Yield: 2.2 g (76%). Starting materials: ClC=1C=C(C(=O)C=2C(=NC=CC2)NC)C=CC1 (3-(3-chlorobenzoyl)-2-methylaminopyridine), C(C)(=O)OC(C)=O (Acetic anhydride). Yields the product ClC=1C=C(C(=O)C=2C(=NC=CC2)N(C(C)=O)C)C=CC1 (N-[3-(3-chlorobenzoyl)-2-pyridyl]-N-methylacetamide). Yield: 90.0%. RXN SMILES: [Cl:1][C:2]1[CH:3]=[C:4]([CH:15]=[CH:16][CH:17]=1)[C:5]([C:7]1[C:8]([NH:13][CH3:14])=[N:9][CH:10]=[CH:11][CH:12]=1)=[O:6].C(O[C:22](=[O:24])[CH3:23])(=O)C>>[Cl:1][C:2]1[CH:3]=[C:4]([CH:15]=[CH:16][CH:17]=1)[C:5]([C:7]1[C:8]([N:13]([CH3:14])[C:22](=[O:24])[CH3:23])=[N:9][CH:10]=[CH:11][CH:12]=1)=[O:6]. Procedure details: Acetic anhydride (40 ml) solution containing 3-(3-chlorobenzoyl)-2-methylaminopyridine (3.16 g, 13 mmol) was heated under reflux for 4 hours. The reaction solution was concentrated under reduced pressure, and the resulting residue was purified by silica gel column chromatography (benzene-ethyl acetate) to give N-[3-(3-chlorobenzoyl)-2-pyridyl]-N-methylacetamide (3.34 g, 90%).